From a dataset of the Open Reaction Database (ORD), a public repository of structured organic reaction records. describe an organic reaction: reactants, conditions, products, and yield Starting materials: C(Cl)(Cl)Cl (Chloroform), C(C)(=O)O[C@H]1[C@@H](O[C@@H]([C@@H]([C@@H]1OC(C)=O)OC(C)=O)CN1C(C=2C(C1=O)=CC=CC2)=O)SC(N)=N (2-S-(2,3,4-tri-O-acetyl-6-deoxy-6-phthalimido-β-D-galactopyranosyl)-2-thiopseudourea), S(=O)(=O)([O-])S(=O)[O-].[K+].[K+] (potassium metabisulfite). Run in O (water). Product: C(C)(=O)O[C@H]1[C@H](S)O[C@@H]([C@@H]([C@@H]1OC(C)=O)OC(C)=O)CN1C(C=2C(C1=O)=CC=CC2)=O (2,3,4-Tri-O-acetyl-6-deoxy-6-phthalimido-l-thio-β-D-galactopyranose). Isolated yield 80.4%. As a reaction SMILES: C(Cl)(Cl)Cl.[C:5]([O:8][C@@H:9]1[C@@H:14]([O:15][C:16](=[O:18])[CH3:17])[C@@H:13]([O:19][C:20](=[O:22])[CH3:21])[C@@H:12]([CH2:23][N:24]2[C:28](=[O:29])[C:27]3=[CH:30][CH:31]=[CH:32][CH:33]=[C:26]3[C:25]2=[O:34])[O:11][C@H:10]1[S:35]C(=N)N)(=[O:7])[CH3:6].S(S([O-])=O)([O-])(=O)=O.[K+].[K+]>O>[C:5]([O:8][C@@H:9]1[C@@H:14]([O:15][C:16](=[O:18])[CH3:17])[C@@H:13]([O:19][C:20](=[O:22])[CH3:21])[C@@H:12]([CH2:23][N:24]2[C:28](=[O:29])[C:27]3=[CH:30][CH:31]=[CH:32][CH:33]=[C:26]3[C:25]2=[O:34])[O:11][C@H:10]1[SH:35])(=[O:7])[CH3:6] |f:2.3.4|. Procedure: Chloroform (9.0 ml.) is added to a solution of 2-S-(2,3,4-tri-O-acetyl-6-deoxy-6-phthalimido-β-D-galactopyranosyl)-2-thiopseudourea (3.4 g.) in water (10 ml.) containing potassium metabisulfite (1.38 g.). The mixture is heated with stirring under reflux for 15 minutes. The cooled solution is separated, and the organic layer is dried and evaporated in vacuo to give the title compound (2.5 g.). This material is used directly for the preparation of 6-(5-cholesten-3β-yloxy)hexyl 2,3,4-tri-O-acetyl-6... The reactants are C(#N)CC(N1N=CC(=C1)C=1C2=C(N=CN1)N(C=C2)COCC[Si](C)(C)C)C2CN(CC2)C(=O)OCC2=CC=CC=C2 (Benzyl 3-{2-cyano-1-[4-(7-[2-(trimethylsilyl)ethoxy]methyl-7H-pyrrolo[2,3-d]pyrimidin-4-yl)-1H-pyrazol-1-yl]ethyl}pyrrolidine-1-carboxylate). Reagents/catalysts: [Pd] (Pd—C), [Pd] (Pd—C). Run in CO (methanol). Conditions: time 1 hour. The product is N1CC(CC1)C(CC#N)N1N=CC(=C1)C=1C2=C(N=CN1)N(C=C2)COCC[Si](C)(C)C (3-Pyrrolidin-3-yl-3-[4-(7-[2-(trimethylsilyl)ethoxy]methyl-7H-pyrrolo[2,3-d]pyrimidin-4-yl)-1H-pyrazol-1-yl]propanenitrile). Reaction SMILES: [C:1]([CH2:3][CH:4]([CH:27]1[CH2:31][CH2:30][N:29](C(OCC2C=CC=CC=2)=O)[CH2:28]1)[N:5]1[CH:9]=[C:8]([C:10]2[C:11]3[CH:18]=[CH:17][N:16]([CH2:19][O:20][CH2:21][CH2:22][Si:23]([CH3:26])([CH3:25])[CH3:24])[C:12]=3[N:13]=[CH:14][N:15]=2)[CH:7]=[N:6]1)#[N:2]>CO.[Pd]>[NH:29]1[CH2:30][CH2:31][CH:27]([CH:4]([N:5]2[CH:9]=[C:8]([C:10]3[C:11]4[CH:18]=[CH:17][N:16]([CH2:19][O:20][CH2:21][CH2:22][Si:23]([CH3:24])([CH3:26])[CH3:25])[C:12]=4[N:13]=[CH:14][N:15]=3)[CH:7]=[N:6]2)[CH2:3][C:1]#[N:2])[CH2:28]1. Procedure details: Benzyl 3-{2-cyano-1-[4-(7-[2-(trimethylsilyl)ethoxy]methyl-7H-pyrrolo[2,3-d]pyrimidin-4-yl)-1H-pyrazol-1-yl]ethyl}pyrrolidine-1-carboxylate (161 mg, 0.282 mmol) was dissolved in methanol (5 mL), and a catalytic amount of 5% Pd—C was added. The suspension was stirred at ambient temperature for 1 hour under an atmosphere of hydrogen provided by a balloon. A catalytic amount of 10% Pd—C was then added, and the reaction stirred for 2 hours under an atmosphere of hydrogen provided by a balloon. The m... Reactants: BrCCOCCBr, COC(=O)COc1ccc2ccc(O)c(C(C)=O)c2c1, CN(C)C=O, [H-], [Na+]. Product: COC(=O)COc1ccc2ccc(OCCOCCBr)c(C(C)=O)c2c1. As a reaction SMILES: [Br:23][CH2:24][CH2:25][O:26][CH2:27][CH2:28][Br:29].[CH3:1][O:2][C:3]([CH2:4][O:5][c:6]1[cH:7][c:8]2[c:9]([C:17]([CH3:18])=[O:19])[c:10]([OH:16])[cH:11][cH:12][c:13]2[cH:14][cH:15]1)=[O:20].[CH3:30][N:31]([CH3:32])[CH:33]=[O:34].[H-:21].[Na+:22]>>[CH3:1][O:2][C:3]([CH2:4][O:5][c:6]1[cH:7][c:8]2[c:9]([C:17]([CH3:18])=[O:19])[c:10]([O:16][CH2:28][CH2:27][O:26][CH2:25][CH2:24][Br:23])[cH:11][cH:12][c:13]2[cH:14][cH:15]1)=[O:20].